describe an organic reaction: reactants, conditions, products, and yield From a dataset of the Open Reaction Database (ORD), a public repository of structured organic reaction records. The reactants are OCC1=C(C=CC=C1)/C=C/CC1=CC2=C(CCO2)C=C1O (6-(3-(2-hydroxymethylphenyl)-trans-prop-2-enyl)-5-hydroxy-2,3-dihydrobenzofuran), C(C)O (ethyl alcohol). The reagents and catalysts are O=[Pt]=O (PtO2). Run in C(C)(=O)O (acetic acid), C(C)OCC (ethyl ether). Reaction conditions: time 3 minute. Yields the product OCC1=C(C=CC=C1)CCCC1=CC2=C(CCO2)C=C1O (6-(3-(2-hydroxymethyl-phenyl)propyl)-5-hydroxy-2,3-dihydrobenzofuran). Isolated yield 49.2%. Reaction SMILES: [OH:1][CH2:2][C:3]1[CH:8]=[CH:7][CH:6]=[CH:5][C:4]=1/[CH:9]=[CH:10]/[CH2:11][C:12]1[C:20]([OH:21])=[CH:19][C:15]2[CH2:16][CH2:17][O:18][C:14]=2[CH:13]=1.C(O)C>C(O)(=O)C.O=[Pt]=O.C(OCC)C>[OH:1][CH2:2][C:3]1[CH:8]=[CH:7][CH:6]=[CH:5][C:4]=1[CH2:9][CH2:10][CH2:11][C:12]1[C:20]([OH:21])=[CH:19][C:15]2[CH2:16][CH2:17][O:18][C:14]=2[CH:13]=1. Reported procedure: 6-(3-(2-hydroxymethylphenyl)-trans-prop-2-enyl)-5-hydroxy-2,3-dihydrobenzofuran (2.82 g; 0.01 moles) was dissolved in acetic acid (35 ml) and ethyl alcohol (10 ml) and hydrogenated at 40 psi at room temperature using PtO2 (0.30 g) as a catalyst. The reduction was complete in approximately 3 minutes with a slight exotherm. The catalyst was removed via suction filtration through a bed of celite. The bed was washed with ethyl alcohol (2×10 ml) and the filtrate was relieved of solvent in vacuo to af... The reactants are C1CCOC1, CC(C)(C)[O-], COC(=O)CCC(C(N)=O)N1Cc2c(OCc3ccc(CN4CCCCC4)cc3)cccc2C1=O, [K+]. Yields the product O=C1CCC(N2Cc3c(OCc4ccc(CN5CCCCC5)cc4)cccc3C2=O)C(=O)N1. As a reaction SMILES: [CH2:42]1[O:43][CH2:44][CH2:45][CH2:46]1.[CH3:1][C:2]([CH3:3])([O-:4])[CH3:5].[CH3:7][O:8][C:9]([CH2:10][CH2:11][CH:12]([N:13]1[C:14](=[O:37])[c:15]2[cH:16][cH:17][cH:18][c:19]([O:22][CH2:23][c:24]3[cH:25][cH:26][c:27]([CH2:30][N:31]4[CH2:32][CH2:33][CH2:34][CH2:35][CH2:36]4)[cH:28][cH:29]3)[c:20]2[CH2:21]1)[C:38]([NH2:39])=[O:40])=[O:41].[K+:6]>>[O:8]=[C:9]1[CH2:10][CH2:11][CH:12]([N:13]2[C:14](=[O:37])[c:15]3[cH:16][cH:17][cH:18][c:19]([O:22][CH2:23][c:24]4[cH:25][cH:26][c:27]([CH2:30][N:31]5[CH2:32][CH2:33][CH2:34][CH2:35][CH2:36]5)[cH:28][cH:29]4)[c:20]3[CH2:21]2)[C:38](=[O:40])[NH:39]1. The reactants are CC=1C=CC(=C(C1)CCC(=O)O)N1N=NN=C1 (3-(5-Methyl-2-tetrazol-1-yl-phenyl)-propionic acid), 117A, C(C)OC(C=C)OCC (3,3-diethoxyprop-1-ene), N(CCCC)(CCCC)CCCC (Bu3N). The reagents and catalysts are [N+](CCCC)(CCCC)(CCCC)CCCC.[Cl-] (Bu4NCl), CC(=O)[O-].CC(=O)[O-].[Pd+2] (Pd(OAc)2). Solvent: CN(C)C=O (DMF). Conditions: temperature 90 celsius, time 1.5 hour. The product is C(C)OC(CCC1=C(C=CC(=C1)C)N1N=NN=C1)=O (3-(5-Methyl-2-tetrazol-1-yl-phenyl)-propionic acid ethyl ester). Yield: 66.8%. RXN SMILES: [CH3:1][C:2]1[CH:3]=[CH:4][C:5]([N:13]2[CH:17]=[N:16][N:15]=[N:14]2)=[C:6]([CH2:8][CH2:9][C:10]([OH:12])=[O:11])[CH:7]=1.[CH2:18](OC(OCC)C=C)[CH3:19].N(CCCC)(CCCC)CCCC>[N+](CCCC)(CCCC)(CCCC)CCCC.[Cl-].CN(C=O)C.CC([O-])=O.CC([O-])=O.[Pd+2]>[CH2:18]([O:11][C:10](=[O:12])[CH2:9][CH2:8][C:6]1[CH:7]=[C:2]([CH3:1])[CH:3]=[CH:4][C:5]=1[N:13]1[CH:17]=[N:16][N:15]=[N:14]1)[CH3:19] |f:3.4,6.7.8|. Procedure details: 3-(5-Methyl-2-tetrazol-1-yl-phenyl)-propionic acid: To a mixture of 117A (956 mg, 4.00 mmol), 3,3-diethoxyprop-1-ene (1562 mg, 12.00 mmol), and Bu4NCl (1110 mg, 4.00 mmol) in DMF (22 mL) was added Bu3N (1480 mg, 8.00 mmol). To this mixture under N2 was added Pd(OAc)2 (26.9 mg, 0.12 mmol). The resulting mixture was stirred at 90° C. for 1.5 h, then cooled to rt and quenched with 2N HCl (10 mL). The resulting mixture was stirred for 20 min, then evaporated. The mixture was diluted with EtOAc, wash... Starting materials: C1(=CC=CC=C1)CC(=O)O (phenylacetic acid), C1CCC(CC1)N=C=NC2CCCCC2 (DCC), CS(=O)(=O)OC1=CC=C(C=C1)C=CC(N)=N (4-(β-amidinoethenyl)phenol methanesulfonate). The solvent is N1=CC=CC=C1 (pyridine). Reaction conditions: time 30 minute. Product: CS(=O)(=O)O.C1(=CC=CC=C1)CC(=O)OC1=CC=C(C=C1)C=CC(N)=N (4-(β-amidinoethenyl)phenyl phenylacetate methanesulfonate). Isolated yield 38.8%. Reaction SMILES: [C:1]1([CH2:7][C:8]([OH:10])=[O:9])[CH:6]=[CH:5][CH:4]=[CH:3][CH:2]=1.C1CCC(N=C=NC2CCCCC2)CC1.[CH3:26][S:27]([O:30][C:31]1[CH:36]=[CH:35][C:34]([CH:37]=[CH:38][C:39](=[NH:41])[NH2:40])=[CH:33][CH:32]=1)(=[O:29])=[O:28]>N1C=CC=CC=1>[CH3:26][S:27]([OH:30])(=[O:29])=[O:28].[C:1]1([CH2:7][C:8]([O:10][C:31]2[CH:36]=[CH:35][C:34]([CH:37]=[CH:38][C:39](=[NH:40])[NH2:41])=[CH:33][CH:32]=2)=[O:9])[CH:6]=[CH:5][CH:4]=[CH:3][CH:2]=1 |f:4.5|. Procedure details: To a solution of 1.4 g of phenylacetic acid in 50 ml of dried pyridine, was added 3.1 g of DCC. After 30 minutes of stirring, 2.6 g of 4-(β-amidinoethenyl)phenol methanesulfonate was added to the mixture and stirred overnight. The insolubles were removed by filtration and ethyl ether was added to the filtrate to precipitate crystals. The crystals were collected by filtration and recrystallized from ethanol to obtain 1.5 g of 4-(β-amidinoethenyl)phenyl phenylacetate methanesulfonate. Yields the product CCC(C)c1cc(Br)c2nc(C)c(C)c(OCc3ccccc3)c2c1. Reactants: BrCc1ccccc1, CN(C)C=O, [H-], [Na+], O, CCC(C)c1cc(Br)c2nc(C)c(C)c(O)c2c1. RXN SMILES: [Br:21][CH2:22][c:23]1[cH:24][cH:25][cH:26][cH:27][cH:28]1.[CH3:30][N:31]([CH3:32])[CH:33]=[O:34].[H-:19].[Na+:20].[OH2:29].[OH:1][c:2]1[c:3]([CH3:18])[c:4]([CH3:17])[n:5][c:6]2[c:7]([Br:16])[cH:8][c:9]([CH:12]([CH3:13])[CH2:14][CH3:15])[cH:10][c:11]12>>[O:1]([c:2]1[c:3]([CH3:18])[c:4]([CH3:17])[n:5][c:6]2[c:7]([Br:16])[cH:8][c:9]([CH:12]([CH3:13])[CH2:14][CH3:15])[cH:10][c:11]12)[CH2:22][c:23]1[cH:24][cH:25][cH:26][cH:27][cH:28]1. The reactants are CN(C1=CC=CC=C1)C (dimethylaniline), Cl.CC1S[C@H]2N(C(=C1)C(=O)OCC(Cl)(Cl)Cl)C(C2N)=O (2,2,2-Trichloroethyl 2-methyl-7-amino-3-cephem-4-carboxylate hydrochloride), Cl (hydrochloric acid), S1C(=NN=C1)SCC(=O)O ((1,3,4-thiadiazol-2-ylthio)acetic acid), C1(CCCCC1)N=C=NC1CCCCC1 (dicyclohexylcarbodiimide). The solvent is ClCCl (dichloromethane), C(C)N(CC)CC (triethylamine), ClCCl (dichloromethane). The product is ClC(COC(=O)C1=CC(S[C@H]2N1C(C2NC(CSC=2SC=NN2)=O)=O)C)(Cl)Cl (2,2,2-trichloroethyl2-methyl-7-[2-(1,3,4-thiadiazol-2-ylthio)acetamido]-3-cephem-4-carboxylate). Isolated yield 89.3%. Reaction SMILES: Cl.[CH3:2][CH:3]1[CH:8]=[C:7]([C:9]([O:11][CH2:12][C:13]([Cl:16])([Cl:15])[Cl:14])=[O:10])[N:6]2[C:17](=[O:20])[CH:18]([NH2:19])[C@H:5]2[S:4]1.CN(C)C1C=CC=CC=1.[S:30]1[CH:34]=[N:33][N:32]=[C:31]1[S:35][CH2:36][C:37](O)=[O:38].C1(N=C=NC2CCCCC2)CCCCC1.Cl>ClCCl.C(N(CC)CC)C>[Cl:15][C:13]([Cl:16])([Cl:14])[CH2:12][O:11][C:9]([C:7]1[N:6]2[C:17](=[O:20])[CH:18]([NH:19][C:37](=[O:38])[CH2:36][S:35][C:31]3[S:30][CH:34]=[N:33][N:32]=3)[C@H:5]2[S:4][CH:3]([CH3:2])[CH:8]=1)=[O:10] |f:0.1|. Procedure: 2,2,2-Trichloroethyl 2-methyl-7-amino-3-cephem-4-carboxylate hydrochloride (3.82 g) was suspended in dried dichloromethane (80 ml) and dissolved by adding under stirring and ice-cooling a solution of triethylamine (0.9 g) and dimethylaniline (0.15 g) in dichloromethane (20 ml). To the solution were added (1,3,4-thiadiazol-2-ylthio)acetic acid (1.8 g) and dicyclohexylcarbodiimide (2.25 g) under stirring and ice-cooling, and the mixture was stirred for 1 hour under ice-cooling. To the reaction mix...